This data is from the Open Reaction Database (ORD), a public repository of structured organic reaction records. The task is: describe an organic reaction: reactants, conditions, products, and yield Starting materials: CCNc1nc(Cl)nc(Cl)c1SC, CCNc1nc(Cl)c(SC)c(Cl)n1, CO. Product: CCNc1nc(Cl)c(SC)c(Cl)n1, N. As a reaction SMILES: [CH2:14]([NH:16][c:15]1[c:17]([S:18][CH3:19])[c:20]([Cl:21])[n:22][c:23]([Cl:24])[n:25]1)[CH3:26].[CH2:1]([CH3:2])[NH:3][c:4]1[n:5][c:6]([Cl:13])[c:7]([S:11][CH3:12])[c:8]([Cl:10])[n:9]1.[CH3:27][OH:28]>>[CH2:1]([CH3:2])[NH:3][c:4]1[n:5][c:6]([Cl:13])[c:7]([S:11][CH3:12])[c:8]([Cl:10])[n:9]1.[NH3:16]. The reactants are ClCCl, CCOC(=O)c1c(NCCC(=O)c2ccc(F)cc2)c2c(Cl)cc(Cl)cc2n1C(=O)OC(C)(C)C. Yields the product CCOC(=O)c1[nH]c2cc(Cl)cc(Cl)c2c1NCCC(=O)c1ccc(F)cc1. As a reaction SMILES: [CH2:36]([Cl:37])[Cl:38].[F:1][c:2]1[cH:3][cH:4][c:5]([C:6]([CH2:7][CH2:8][NH:9][c:10]2[c:11]([C:28](=[O:29])[O:30][CH2:31][CH3:32])[n:12]([C:21]([O:22][C:23]([CH3:24])([CH3:25])[CH3:26])=[O:27])[c:13]3[cH:14][c:15]([Cl:20])[cH:16][c:17]([Cl:19])[c:18]23)=[O:33])[cH:34][cH:35]1>>[F:1][c:2]1[cH:3][cH:4][c:5]([C:6]([CH2:7][CH2:8][NH:9][c:10]2[c:11]([C:28](=[O:29])[O:30][CH2:31][CH3:32])[nH:12][c:13]3[cH:14][c:15]([Cl:20])[cH:16][c:17]([Cl:19])[c:18]23)=[O:33])[cH:34][cH:35]1. Reactants: CO, COC(=O)c1c(C)noc1-c1ccc(Br)cc1, [Li+], [OH-], O. Yields the product Cc1noc(-c2ccc(Br)cc2)c1C(=O)O. RXN SMILES: [CH3:20][OH:21].[CH3:3][O:4][C:5](=[O:6])[c:7]1[c:8]([CH3:19])[n:9][o:10][c:11]1-[c:12]1[cH:13][cH:14][c:15]([Br:18])[cH:16][cH:17]1.[Li+:1].[OH-:2].[OH2:22]>>[O:4]=[C:5]([OH:6])[c:7]1[c:8]([CH3:19])[n:9][o:10][c:11]1-[c:12]1[cH:13][cH:14][c:15]([Br:18])[cH:16][cH:17]1. Starting materials: C[Si](C)(C)C#N, CO, O=Cc1ccc(I)cc1, N. The product is N#CC(N)c1ccc(I)cc1. RXN SMILES: [CH3:11][Si:12]([CH3:13])([CH3:14])[C:15]#[N:16].[CH3:17][OH:18].[I:1][c:2]1[cH:3][cH:4][c:5]([CH:6]=[O:7])[cH:8][cH:9]1.[NH3:10]>>[I:1][c:2]1[cH:3][cH:4][c:5]([CH:6]([NH2:10])[C:15]#[N:16])[cH:8][cH:9]1. The reactants are [Cl-].[Al+3].[Cl-].[Cl-] (aluminium chloride), [Cl-].[Al+3].[Cl-].[Cl-] (aluminium chloride), COC(C(C)(C1=CC=CC=C1)C)=O (Methyl-2-methyl-2 phenyl-propanoate), COC(C(C)(C1=CC=CC=C1)C)=O (Methyl-2-methyl-2 phenyl-propanoate), ClCCCC(=O)Cl (4-chloro butyryl chloride). Conditions: temperature -10 celsius, time 45 minute. Yields the product COC(C(C)(C)C1=CC=C(C=C1)C(CCCCl)=O)=O (methyl-2-[4-(4-chloro-butyryl-)phenyl]-2-methyl-propanoate). Yield: 110.9%. Reaction SMILES: [Cl-].[Al+3].[Cl-].[Cl-].[CH3:5][O:6][C:7](=[O:17])[C:8]([CH3:16])([C:10]1[CH:15]=[CH:14][CH:13]=[CH:12][CH:11]=1)[CH3:9].[Cl:18][CH2:19][CH2:20][CH2:21][C:22](Cl)=[O:23]>>[CH3:5][O:6][C:7](=[O:17])[C:8]([C:10]1[CH:11]=[CH:12][C:13]([C:22](=[O:23])[CH2:21][CH2:20][CH2:19][Cl:18])=[CH:14][CH:15]=1)([CH3:9])[CH3:16] |f:0.1.2.3|. Procedure: MDC (600 ml) and aluminium chloride (347 gms) were charged to a reactor and chilled to −10° C. Methyl-2-methyl-2 phenyl-propanoate (Intermediate 4) (500 gms) was dissolved in MDC (650 ml) and added slowly through a dropper at −10 to 0° C. to obtain mixture A. MDC (600 ml) and aluminium chloride (520 gms) were charged to a different reactor, and chilled to −10° C. 4-chloro butyryl chloride (550 gms) was dissolved in MDC (650 ml) and added slowly through a dropper at −10 to 0° C. to obtain mixture... The reactants are BrN1C(CCC1=O)=O (N-bromosuccinimide), CC(C)(C#N)N=NC(C)(C)C#N (AIBN), C(C1=CC=CC=C1)(=O)C1=C(OC(C(=O)OC)C2=CC=CC=C2)C=CC(=C1)C (methyl 2-(2-benzoyl-4-methylphenoxy)-2-phenylacetate). The solvent is C(Cl)(Cl)(Cl)Cl (CCl4). The product is C(C1=CC=CC=C1)(=O)C1=C(OC(C(=O)OC)C2=CC=CC=C2)C=CC(=C1)CBr (methyl 2-(2-benzoyl-4-bromomethylphenoxy)-2-phenylacetate). Isolated yield 35.6%. RXN SMILES: [C:1]([C:9]1[CH:26]=[C:25]([CH3:27])[CH:24]=[CH:23][C:10]=1[O:11][CH:12]([C:17]1[CH:22]=[CH:21][CH:20]=[CH:19][CH:18]=1)[C:13]([O:15][CH3:16])=[O:14])(=[O:8])[C:2]1[CH:7]=[CH:6][CH:5]=[CH:4][CH:3]=1.[Br:28]N1C(=O)CCC1=O.CC(N=NC(C#N)(C)C)(C#N)C>C(Cl)(Cl)(Cl)Cl>[C:1]([C:9]1[CH:26]=[C:25]([CH2:27][Br:28])[CH:24]=[CH:23][C:10]=1[O:11][CH:12]([C:17]1[CH:18]=[CH:19][CH:20]=[CH:21][CH:22]=1)[C:13]([O:15][CH3:16])=[O:14])(=[O:8])[C:2]1[CH:3]=[CH:4][CH:5]=[CH:6][CH:7]=1. Procedure: To a solution of 0.314 g (0.87 mmol) of the product of Step A dissolved in 10 mL of CCl4 was added 0.155 g (0.87 mmol) of N-bromosuccinimide and 15 mg (catalytic amount) of AIBN. The mixture was stirred at reflux for 7 hours, then cooled filtered and evaporated in vacuo. The residue was purified on a silica gel flash chromatography column eluted with 15% ethyl acetate/hexane to afford 0.136 g (36%) of the title compound. The reactants are CC(C(=O)O)N(C)C(=O)OC(C)(C)C, CCN(C(C)C)C(C)C, CCOC(C)=O, CN(C)C=O, NC(Cc1ccc(NC(=O)OCC2c3ccccc3-c3ccccc32)cc1)C(=O)N1CCCC1c1cncc(C(=O)c2ccc(F)cc2)c1, On1nnc2ccccc21. Reaction SMILES: [C:50]([CH3:51])([CH3:52])([CH3:53])[O:54][C:55](=[O:56])[N:57]([CH:58]([C:59](=[O:60])[OH:61])[CH3:62])[CH3:63].[CH2:64]([N:65]([CH:66]([CH3:67])[CH3:68])[CH:69]([CH3:70])[CH3:71])[CH3:72].[CH3:88][CH2:89][O:90][C:91](=[O:92])[CH3:93].[O:83]=[CH:84][N:85]([CH3:86])[CH3:87].[cH:1]1[cH:2][cH:3][cH:4][c:5]2[c:13]1[CH:12]([CH2:14][O:15][C:16]([NH:17][c:18]1[cH:19][cH:20][c:21]([CH2:24][CH:25]([C:26](=[O:27])[N:28]3[CH:29]([c:33]4[cH:34][n:35][cH:36][c:37]([C:39]([c:40]5[cH:41][cH:42][c:43]([F:46])[cH:44][cH:45]5)=[O:47])[cH:38]4)[CH2:30][CH2:31][CH2:32]3)[NH2:48])[cH:22][cH:23]1)=[O:49])[c:11]1[c:6]-2[cH:7][cH:8][cH:9][cH:10]1.[n:73]1([OH:74])[c:75]2[cH:76][cH:77][cH:78][cH:79][c:80]2[n:81][n:82]1>>[cH:1]1[cH:2][cH:3][cH:4][c:5]2[c:13]1[CH:12]([CH2:14][O:15][C:16]([NH:17][c:18]1[cH:19][cH:20][c:21]([CH2:24][CH:25]([C:26](=[O:27])[N:28]3[CH:29]([c:33]4[cH:34][n:35][cH:36][c:37]([C:39]([c:40]5[cH:41][cH:42][c:43]([F:46])[cH:44][cH:45]5)=[O:47])[cH:38]4)[CH2:30][CH2:31][CH2:32]3)[NH:48][C:59]([CH:58]([N:57]([C:55]([O:54][C:50]([CH3:51])([CH3:52])[CH3:53])=[O:56])[CH3:63])[CH3:62])=[O:60])[cH:22][cH:23]1)=[O:49])[c:11]1[c:6]-2[cH:7][cH:8][cH:9][cH:10]1. The product is CC(C(=O)NC(Cc1ccc(NC(=O)OCC2c3ccccc3-c3ccccc32)cc1)C(=O)N1CCCC1c1cncc(C(=O)c2ccc(F)cc2)c1)N(C)C(=O)OC(C)(C)C.